This data is from the Open Reaction Database (ORD), a public repository of structured organic reaction records. The task is: describe an organic reaction: reactants, conditions, products, and yield Starting materials: CC(C)(C)N(C(=O)[O-])C(C)(C)CCn1c(=O)oc2ccccc21, O=C([O-])O, CCCC[N+](CCCC)(CCCC)CCCC, CN1CCCN(C)C1=O, CCOC(C)=O, [H-], [I-], CC(C)(CCN)NC(=O)OC(C)(C)C, [Na+], [Na+], O=c1[nH]c2ccccc2o1. Yields the product CC(C)(N)CCn1c(=O)oc2ccccc21. Reaction SMILES: [C:1]([N:5]([C:2](=[O:3])[O-:4])[C:9]([CH2:10][CH2:11][n:12]1[c:13](=[O:21])[o:14][c:15]2[c:16]1[cH:17][cH:18][cH:19][cH:20]2)([CH3:22])[CH3:23])([CH3:6])([CH3:7])[CH3:8].[C:50](=[O:51])([O-:52])[OH:53].[CH2:65]([N+:66]([CH2:67][CH2:68][CH2:69][CH3:70])([CH2:71][CH2:72][CH2:73][CH3:74])[CH2:75][CH2:76][CH2:77][CH3:78])[CH2:79][CH2:80][CH3:81].[CH3:55][N:56]1[CH2:57][CH2:58][CH2:59][N:60]([CH3:61])[C:62]1=[O:63].[CH3:82][CH2:83][O:84][C:85](=[O:86])[CH3:87].[H-:34].[I-:64].[NH2:36][CH2:37][CH2:38][C:39]([NH:40][C:41](=[O:42])[O:43][C:44]([CH3:45])([CH3:46])[CH3:47])([CH3:48])[CH3:49].[Na+:35].[Na+:54].[o:24]1[c:25]2[cH:26][cH:27][cH:28][cH:29][c:30]2[nH:31][c:32]1=[O:33]>>[NH2:5][C:9]([CH2:10][CH2:11][n:12]1[c:13](=[O:21])[o:14][c:15]2[c:16]1[cH:17][cH:18][cH:19][cH:20]2)([CH3:22])[CH3:23].